This data is from the Open Reaction Database (ORD), a public repository of structured organic reaction records. The task is: describe an organic reaction: reactants, conditions, products, and yield The reactants are CC[C@@H]1CN2CC[C@@H]1C[C@@H]2[C@@H](C3=C4C=C(C=CC4=NC=C3)OC)OC5=NN=C(C6=CC=CC=C65)O[C@@H]([C@H]7C[C@@H]8CCN7C[C@@H]8CC)C9=C1C=C(C=CC1=NC=C9)OC (AD-mix-Alpha), CS(=O)(=O)N (methanesulfonamide), C(C)(C)(C)O (t-butanol), [O-]S(=O)(=S)[O-].[Na+].[Na+].[Na+].[Cl-] (Na2S2O3 NaCl), NC=1N=CC(=NC1C=1OC(=NN1)C1=CC=C(C=C1)C=C)C1=CC=C(C(=O)N(C)C)C=C1 (4-[5-amino-6-[5-(4-vinylphenyl)-1,3,4-oxadiazol-2-yl]pyrazin-2-yl]-N,N-dimethyl-benzamide). Run in O (water). Product: NC=1N=CC(=NC1C=1OC(=NN1)C1=CC=C(C=C1)C(CO)O)C1=CC=C(C(=O)N(C)C)C=C1 (4-[5-amino-6-[5-[4-(1,2-dihydroxyethyl)phenyl]-1,3,4-oxadiazol-2-yl]pyrazin-2-yl]-N,N-dimethyl-benzamide). Yield: 36.0%. Reaction SMILES: CC[C@H]1[C@H]2C[C@H]([C@H](OC3C4C(=CC=CC=4)C(O[C@H](C4C=CN=C5C=4C=C(OC)C=C5)[C@@H]4N5C[C@H](CC)[C@@H](CC5)C4)=NN=3)C3C=CN=C4C=3C=C([O:22]C)C=C4)N(CC2)C1.CS(N)(=O)=O.[NH2:64][C:65]1[N:66]=[CH:67][C:68]([C:84]2[CH:94]=[CH:93][C:87]([C:88]([N:90]([CH3:92])[CH3:91])=[O:89])=[CH:86][CH:85]=2)=[N:69][C:70]=1[C:71]1[O:72][C:73]([C:76]2[CH:81]=[CH:80]C(C=C)=[CH:78][CH:77]=2)=[N:74][N:75]=1.[O-]S([O-])(=S)=O.[Na+].[Na+].[Na+].[Cl-].[C:104]([OH:108])(C)([CH3:106])[CH3:105]>O>[NH2:64][C:65]1[N:66]=[CH:67][C:68]([C:84]2[CH:94]=[CH:93][C:87]([C:88]([N:90]([CH3:92])[CH3:91])=[O:89])=[CH:86][CH:85]=2)=[N:69][C:70]=1[C:71]1[O:72][C:73]([C:76]2[CH:81]=[CH:80][C:105]([CH:104]([OH:108])[CH2:106][OH:22])=[CH:78][CH:77]=2)=[N:74][N:75]=1 |f:3.4.5.6.7|. Reported procedure: AD-mix-Alpha (450 mg,) and methanesulfonamide (20.53 mg, 0.2158 mmol) in a mixture of t-butanol (2 mL)/water (2 mL) were stirred at room temperature until dissolved, then cooled to 0° C. and treated with 4-[5-amino-6-[5-(4-vinylphenyl)-1,3,4-oxadiazol-2-yl]pyrazin-2-yl]-N,N-dimethyl-benzamide (89 mg, 0.2158 mmol). The reaction mixture was stirred vigorously and warmed to room temperature overnight. A further portion of AD-mix (300 g) was added and the reaction mixture stirred overnight at room t... Reactants: [BH4-], CC(C)(C)c1ccc([N+](=O)[O-])cc1F, CO, [Na+], O. Yields the product CC(C)(C)c1ccc(N)cc1F. Reaction SMILES: [BH4-:1].[C:3]([CH3:4])([CH3:5])([CH3:6])[c:7]1[c:8]([F:16])[cH:9][c:10]([N+:13]([O-:14])=[O:15])[cH:11][cH:12]1.[CH3:18][OH:19].[Na+:2].[OH2:17]>>[C:3]([CH3:4])([CH3:5])([CH3:6])[c:7]1[c:8]([F:16])[cH:9][c:10]([NH2:13])[cH:11][cH:12]1. Starting materials: O1C(=CC=C1)C(C)O (1(2-furyl)-1-ethanol), alcohol, ClCl (chlorine), ClCl (chlorine), O (water). Run in O1CCCC1 (tetrahydrofuran), O1CCCC1 (tetrahydrofuran). Conditions: temperature 5 celsius, time 2 hour. Product: CC1=C(C(=O)C=CO1)O (3-hydroxy-2-methyl-γ-pyrone). As a reaction SMILES: [OH2:1].[O:2]1[CH:6]=[CH:5][CH:4]=[C:3]1[CH:7]([OH:9])[CH3:8].ClCl>O1CCCC1>[CH3:8][C:7]1[O:9][CH:6]=[CH:5][C:4](=[O:1])[C:3]=1[OH:2]. Procedure details: In a 3-neck round bottom flask equipped with a magnetic stirring bar, a gas inlet tube, a thermometer and an addition funnel was added 20 ml of tetrahydrofuran and 50 ml of water. The solution was cooled to a temperature of 0° to 10° C. The addition funnel was charged with a solution of 1(2-furyl)-1-ethanol (0.089 moles) in 20 ml of tetrahydrofuran and this was added dropwise to the stirred reaction flask while chlorine (0.30 mole) was added via the gas inlet tube. The rate of addition was such ... Reported procedure: To a stirred suspension of 11.4 g of lithium aluminum hydride in 500 ml of dry diethyl ether, 32.7 g of ethyl 6-methylnicotinate in 250 ml of dry diethyl ether is added dropwise at room temperature, and the mixture is refluxed for 1.5 hours. The reaction mixture is cooled to 0° C., and the remaining lithium aluminum hydride is decomposed by the cautious addition of 60 ml of water. The ether layer is decanted, and the residual solid is extracted with three 150-ml portions of diethyl ether. The co... The yield is 80.4%. Conditions: temperature 0 celsius. RXN SMILES: [H-].[Al+3].[Li+].[H-].[H-].[H-].[CH3:7][C:8]1[CH:18]=[CH:17][C:11]([C:12](OCC)=[O:13])=[CH:10][N:9]=1.O>C(OCC)C>[OH:13][CH2:12][C:11]1[CH:17]=[CH:18][C:8]([CH3:7])=[N:9][CH:10]=1 |f:0.1.2.3.4.5|. The reactants are [H-].[Al+3].[Li+].[H-].[H-].[H-] (lithium aluminum hydride), CC1=NC=C(C(=O)OCC)C=C1 (ethyl 6-methylnicotinate), [H-].[Al+3].[Li+].[H-].[H-].[H-] (lithium aluminum hydride), O (water). Yields the product OCC=1C=CC(=NC1)C (5-hydroxymethyl-2-methylpyridine). Solvent: C(C)OCC (diethyl ether), C(C)OCC (diethyl ether). The reactants are COC(=O)C=O, CO, CC(=O)O, NCc1ccccc1, c1ccc2[nH]ccc2c1. Product: COC(=O)C(NCc1ccccc1)c1c[nH]c2ccccc12. Reaction SMILES: [C:13]([CH:14]=[O:15])(=[O:16])[O:17][CH3:18].[CH3:28][OH:29].[CH3:9][C:10](=[O:11])[OH:12].[NH2:1][CH2:2][c:3]1[cH:4][cH:5][cH:6][cH:7][cH:8]1.[nH:19]1[cH:20][cH:21][c:22]2[cH:23][cH:24][cH:25][cH:26][c:27]12>>[NH:1]([CH2:2][c:3]1[cH:4][cH:5][cH:6][cH:7][cH:8]1)[CH:14]([C:13](=[O:16])[O:17][CH3:18])[c:21]1[cH:20][nH:19][c:27]2[c:22]1[cH:23][cH:24][cH:25][cH:26]2. Reactants: [Li]CCCC, COC(=O)C(Cc1ccccc1)N=C(c1ccccc1)c1ccccc1, CCCCCC, [Cl-], ClCBr, [NH4+], C1CCOC1. Yields the product O=C(CCl)C(Cc1ccccc1)N=C(c1ccccc1)c1ccccc1. Reaction SMILES: [CH2:36]([Li:37])[CH2:38][CH2:39][CH3:40].[CH3:1][O:2][C:3]([CH:4]([N:5]=[C:6]([c:7]1[cH:8][cH:9][cH:10][cH:11][cH:12]1)[c:13]1[cH:14][cH:15][cH:16][cH:17][cH:18]1)[CH2:19][c:20]1[cH:21][cH:22][cH:23][cH:24][cH:25]1)=[O:26].[CH3:30][CH2:31][CH2:32][CH2:33][CH2:34][CH3:35].[Cl-:41].[Cl:27][CH2:28][Br:29].[NH4+:42].[O:43]1[CH2:44][CH2:45][CH2:46][CH2:47]1>>[O:2]=[C:3]([CH:4]([N:5]=[C:6]([c:7]1[cH:8][cH:9][cH:10][cH:11][cH:12]1)[c:13]1[cH:14][cH:15][cH:16][cH:17][cH:18]1)[CH2:19][c:20]1[cH:21][cH:22][cH:23][cH:24][cH:25]1)[CH2:28][Cl:27]. Starting materials: S(O)(O)(=O)=O (sulphuric acid), FC1=C(C(=O)O)C(=CC=C1)I (2-fluoro-6-iodobenzoic acid), CO (methanol), S(O)(O)(=O)=O (sulphuric acid). Run in C(C)(=O)OCC (ethyl acetate). Product: FC1=C(C(=O)OC)C(=CC=C1)I (Methyl 2-fluoro-6-iodobenzoate). RXN SMILES: S(=O)(=O)(O)O.[F:6][C:7]1[CH:15]=[CH:14][CH:13]=[C:12]([I:16])[C:8]=1[C:9]([OH:11])=[O:10].[CH3:17]O>C(OCC)(=O)C>[F:6][C:7]1[CH:15]=[CH:14][CH:13]=[C:12]([I:16])[C:8]=1[C:9]([O:11][CH3:17])=[O:10]. Procedure: Concentrated sulphuric acid (0.5 ml) was added to a solution of 2-fluoro-6-iodobenzoic acid (1.03 g) in methanol (35 ml). After stirring at reflux for 5 days, with two further amounts of conc. sulphuric acid (1 ml) being added after 1 and 2 days, the solution was allowed to cool. The reaction mixture was diluted with ethyl acetate (200 ml) before being washed with water (2×80 ml), 8% aqueous sodium bicarbonate (2×100 ml), dried and concentrated in vacuo. Purification by chromatography eluting wi...